This data is from the Open Reaction Database (ORD), a public repository of structured organic reaction records. The task is: describe an organic reaction: reactants, conditions, products, and yield Reactants: Cl.NC1=C(C=CC=C1)C(C)=O (1-(2-Amino-phenyl)-ethanone hydrochloride), C(=O)(O)[O-].[Na+] (NaHCO3), ClC1=NC=C(C(=N1)Cl)Cl (2,4,5-trichloropyrimidine). Solvent: C1CCOC1 (THF), CCO (EtOH). Conditions: time 4 day. Product: ClC1=NC=C(C(=N1)NC1=C(C=CC=C1)C(C)=O)Cl ([2-(2,5-dichloro-pyrimidin-4-ylamino)-phenyl]-ethanone). Reaction SMILES: Cl.[NH2:2][C:3]1[CH:8]=[CH:7][CH:6]=[CH:5][C:4]=1[C:9](=[O:11])[CH3:10].C([O-])(O)=O.[Na+].[Cl:17][C:18]1[N:23]=[C:22](Cl)[C:21]([Cl:25])=[CH:20][N:19]=1>C1COCC1.CCO>[Cl:17][C:18]1[N:23]=[C:22]([NH:2][C:3]2[CH:8]=[CH:7][CH:6]=[CH:5][C:4]=2[C:9](=[O:11])[CH3:10])[C:21]([Cl:25])=[CH:20][N:19]=1 |f:0.1,2.3|. Procedure: 1-(2-Amino-phenyl)-ethanone hydrochloride (1.72 g, 1.0 mmol) and NaHCO3 (3.4 g, 4 mmol) were slurried in a mixture of THF (4 mL) and EtOH (16 mL) prior to adding 2,4,5-trichloropyrimidine (1.84 g, 1.0 mmol). The reaction was stirred for 4 days, filtered and washed with water (10×10 mL) to afford -[2-(2,5-dichloro-pyrimidin-4-ylamino)-phenyl]-ethanone as a white solid that was used without further purification in the subsequent step.